This data is from the Open Reaction Database (ORD), a public repository of structured organic reaction records. The task is: describe an organic reaction: reactants, conditions, products, and yield Starting materials: c1ccc(OCC2CCCNC2)cc1, O=CC1(c2ccccc2)CCC1, c1ccccc1. Product: c1ccc(OCC2CCCN(CC3(c4ccccc4)CCC3)C2)cc1. As a reaction SMILES: [O:1]([c:2]1[cH:3][cH:4][cH:5][cH:6][cH:7]1)[CH2:8][CH:9]1[CH2:10][NH:11][CH2:12][CH2:13][CH2:14]1.[c:15]1([C:21]2([CH:25]=[O:26])[CH2:22][CH2:23][CH2:24]2)[cH:16][cH:17][cH:18][cH:19][cH:20]1.[cH:27]1[cH:28][cH:29][cH:30][cH:31][cH:32]1>>[O:1]([c:2]1[cH:3][cH:4][cH:5][cH:6][cH:7]1)[CH2:8][CH:9]1[CH2:10][N:11]([CH2:25][C:21]2([c:15]3[cH:16][cH:17][cH:18][cH:19][cH:20]3)[CH2:22][CH2:23][CH2:24]2)[CH2:12][CH2:13][CH2:14]1. Reactants: FC1=CC=C(C=C1)N1N=C(C2=CC=CC=C12)C1CCN(CC1)C#N (4-[1-(4-fluorophenyl)-1H-indazol-3-yl]piperidine-1-carbonitrile), OS(=O)(=O)O (H2SO4), [OH-].[Na+] (NaOH). Solvent: O (H2O). The product is FC1=CC=C(C=C1)N1N=C(C2=CC=CC=C12)C1CCNCC1 (1-(4-fluorophenyl)-3-(4-piperidinyl)-1H-indazole). The yield is 75.6%. RXN SMILES: [F:1][C:2]1[CH:7]=[CH:6][C:5]([N:8]2[C:16]3[C:11](=[CH:12][CH:13]=[CH:14][CH:15]=3)[C:10]([CH:17]3[CH2:22][CH2:21][N:20](C#N)[CH2:19][CH2:18]3)=[N:9]2)=[CH:4][CH:3]=1.OS(O)(=O)=O.[OH-].[Na+]>O>[F:1][C:2]1[CH:7]=[CH:6][C:5]([N:8]2[C:16]3[C:11](=[CH:12][CH:13]=[CH:14][CH:15]=3)[C:10]([CH:17]3[CH2:22][CH2:21][NH:20][CH2:19][CH2:18]3)=[N:9]2)=[CH:4][CH:3]=1 |f:2.3|. Procedure details: A stirred mixture of 4-[1-(4-fluorophenyl)-1H-indazol-3-yl]piperidine-1-carbonitrile of Example 102 (30 g, 0.094 moles) and 25% H2SO4 (225 ml) was refluxed for 20 hours. The mixture was cooled, poured into H2O, and basified with a 25% NaOH solution. The product was extracted (dichloromethane), dried (MgSO4), and concentrated to yield 21 g (76%) of 1-(4-fluorophenyl)-3-(4-piperidinyl)-1H-indazole as an oil. To a stirred suspension of the indazole (5.0 g, 0.017 moles) in toluene (90 ml) was added ... Reactants: BrC=1C(=NC=C(C1)C(F)(F)F)N (3-bromo-5-trifluoromethyl-pyridin-2-ylamine), C(C)OC(=O)N=C=S (ethoxycarbonylisothiocyanate), Cl.NO (hydroxylamine hydrochloride). The product is BrC=1C=2N(C=C(C1)C(F)(F)F)N=C(N2)N (8-Bromo-6-trifluoromethyl-[1,2,4]triazolo[1,5-a]pyridin-2-ylamine). As a reaction SMILES: [Br:1][C:2]1[C:3]([NH2:12])=[N:4][CH:5]=[C:6]([C:8]([F:11])([F:10])[F:9])[CH:7]=1.C(OC([N:18]=[C:19]=S)=O)C.Cl.[NH2:22]O>>[Br:1][C:2]1[C:3]2[N:4]([N:22]=[C:19]([NH2:18])[N:12]=2)[CH:5]=[C:6]([C:8]([F:11])([F:9])[F:10])[CH:7]=1 |f:2.3|. Procedure details: 8-Bromo-6-trifluoromethyl-[1,2,4]triazolo[1,5-a]pyridin-2-ylamine was prepared from 3-bromo-5-trifluoromethyl-pyridin-2-ylamine, ethoxycarbonylisothiocyanate, and hydroxylamine hydrochloride in a manner analogous to Steps 2a-b. 1H NMR (400 MHz, (D3C)2SO, δ, ppm): 9.24 (s, 1H), 8.08 (s, 1H), 6.62 (bs, 2H). MS=282.9 (MH)+. Reactants: O=C([O-])[O-], COC(=O)CBr, CN(C)C=O, Cc1cc(O)c2c(C)c(Cc3ccc(Cl)cc3)c(C)nc2c1, [K+], [K+]. Yields the product COC(=O)COc1cc(C)cc2nc(C)c(Cc3ccc(Cl)cc3)c(C)c12. Reaction SMILES: [C:23](=[O:24])([O-:25])[O-:26].[CH3:29][O:30][C:31]([CH2:32][Br:33])=[O:34].[CH3:35][N:36]([CH3:37])[CH:38]=[O:39].[Cl:1][c:2]1[cH:3][cH:4][c:5]([CH2:6][c:7]2[c:8]([CH3:20])[n:9][c:10]3[cH:11][c:12]([CH3:19])[cH:13][c:14]([OH:18])[c:15]3[c:16]2[CH3:17])[cH:21][cH:22]1.[K+:27].[K+:28]>>[Cl:1][c:2]1[cH:3][cH:4][c:5]([CH2:6][c:7]2[c:8]([CH3:20])[n:9][c:10]3[cH:11][c:12]([CH3:19])[cH:13][c:14]([O:18][CH2:32][C:31]([O:30][CH3:29])=[O:34])[c:15]3[c:16]2[CH3:17])[cH:21][cH:22]1. Reactants: C(#N)C1=CC2=C(S1)C=CC(=C2)C=CC(=O)OC (Methyl 3-(2-cyanobenzo[b]thiophen-5-yl)acrylate). The reagents and catalysts are [Pd] (palladium on carbon). Solvent: C1CCOC1 (THF). The product is C(#N)C1=CC2=C(S1)C=CC(=C2)CCC(=O)OC (methyl 2-cyanobenzo[b]thiophene-5-propionate). The yield is 57.5%. As a reaction SMILES: [C:1]([C:3]1[S:7][C:6]2[CH:8]=[CH:9][C:10]([CH:12]=[CH:13][C:14]([O:16][CH3:17])=[O:15])=[CH:11][C:5]=2[CH:4]=1)#[N:2]>C1COCC1.[Pd]>[C:1]([C:3]1[S:7][C:6]2[CH:8]=[CH:9][C:10]([CH2:12][CH2:13][C:14]([O:16][CH3:17])=[O:15])=[CH:11][C:5]=2[CH:4]=1)#[N:2]. Procedure: Methyl 3-(2-cyanobenzo[b]thiophen-5-yl)acrylate (2.5 g) was hydrogenated in THF (20 ml) using 10% palladium on carbon (0.5 g) as catalyst until the majority of the starting material had disappeared by thin layer chromatography (silica plates eluting with ethyl acetate/hexane 1:4). The mixture was filtered and evaporated to give methyl 2-cyanobenzo[b]thiophene-5-propionate (1.45 g) contaminated with ~20% of starting material. Sodium hydroxide (0.23 g) was added to a mixture of this product (1.4 g...